The task is: describe an organic reaction: reactants, conditions, products, and yield. This data is from the Open Reaction Database (ORD), a public repository of structured organic reaction records. Reactants: OCC1=NC=CC(=C1C)SCCN1CC2=CC=CC=C2CC1 (2-hydroxymethyl-3-methyl-4-(2-(1,2,3,4-tetrahydroisoquinolin-2-yl)ethylthio)pyridine), S(=O)(Cl)Cl (Thionyl chloride). Run at time 1.5 hour. The product is ClCC1=NC=CC(=C1C)SCCN1CC2=CC=CC=C2CC1 (2-chloromethyl-3-methyl-4-(2-(1,2,3,4-tetrahydroisoquinolin-2-yl)ethylthio)pyridine). RXN SMILES: O[CH2:2][C:3]1[C:8]([CH3:9])=[C:7]([S:10][CH2:11][CH2:12][N:13]2[CH2:22][CH2:21][C:20]3[C:15](=[CH:16][CH:17]=[CH:18][CH:19]=3)[CH2:14]2)[CH:6]=[CH:5][N:4]=1.S(Cl)([Cl:25])=O>>[Cl:25][CH2:2][C:3]1[C:8]([CH3:9])=[C:7]([S:10][CH2:11][CH2:12][N:13]2[CH2:22][CH2:21][C:20]3[C:15](=[CH:16][CH:17]=[CH:18][CH:19]=3)[CH2:14]2)[CH:6]=[CH:5][N:4]=1. Procedure details: Thionyl chloride (20 ml) was dropwise added to 2-hydroxymethyl-3-methyl-4-(2-(1,2,3,4-tetrahydroisoquinolin-2-yl)ethylthio)pyridine (2.8 g) under ice-cooling and the mixture was stirred at room temperature for 1.5 hours. After the completion of the reaction, the thionyl chloride was distilled away. The residue was alkali-oversaturated with potassium carbonate and extracted with chloroform. The chloroform layer was dried over anhydrous magnesium sulfate and the solvent was distilled away to give ... Reactants: Fc1cc2c(-c3ccncc3)n[nH]c2cc1Br, O=C([O-])O, Cc1ccc(C(=O)NC2CC2)cc1B1OC(C)(C)C(C)(C)O1, CC(C)O, [Na+], c1ccc(P(c2ccccc2)(c2ccccc2)[Pd](P(c2ccccc2)(c2ccccc2)c2ccccc2)(P(c2ccccc2)(c2ccccc2)c2ccccc2)P(c2ccccc2)(c2ccccc2)c2ccccc2)cc1. The product is Cc1ccc(C(=O)NC2CC2)cc1-c1cc2[nH]nc(-c3ccncc3)c2cc1F. RXN SMILES: [Br:1][c:2]1[c:3]([F:17])[cH:4][c:5]2[c:6](-[c:11]3[cH:12][cH:13][n:14][cH:15][cH:16]3)[n:7][nH:8][c:9]2[cH:10]1.[C:40](=[O:41])([O-:42])[OH:43].[CH:18]1([NH:21][C:22]([c:23]2[cH:24][c:25]([B:30]3[O:31][C:32]([CH3:33])([CH3:34])[C:35]([CH3:36])([CH3:37])[O:38]3)[c:26]([CH3:29])[cH:27][cH:28]2)=[O:39])[CH2:19][CH2:20]1.[CH:45]([OH:46])([CH3:47])[CH3:48].[Na+:44].[cH:49]1[cH:50][cH:51][c:52]([P:53]([Pd:54]([P:55]([c:56]2[cH:57][cH:58][cH:59][cH:60][cH:61]2)([c:62]2[cH:63][cH:64][cH:65][cH:66][cH:67]2)[c:68]2[cH:69][cH:70][cH:71][cH:72][cH:73]2)([P:74]([c:75]2[cH:76][cH:77][cH:78][cH:79][cH:80]2)([c:81]2[cH:82][cH:83][cH:84][cH:85][cH:86]2)[c:87]2[cH:88][cH:89][cH:90][cH:91][cH:92]2)[P:93]([c:94]2[cH:95][cH:96][cH:97][cH:98][cH:99]2)([c:100]2[cH:101][cH:102][cH:103][cH:104][cH:105]2)[c:106]2[cH:107][cH:108][cH:109][cH:110][cH:111]2)([c:112]2[cH:113][cH:114][cH:115][cH:116][cH:117]2)[c:118]2[cH:119][cH:120][cH:121][cH:122][cH:123]2)[cH:124][cH:125]1>>[c:2]1(-[c:25]2[cH:24][c:23]([C:22]([NH:21][CH:18]3[CH2:19][CH2:20]3)=[O:39])[cH:28][cH:27][c:26]2[CH3:29])[c:3]([F:17])[cH:4][c:5]2[c:6](-[c:11]3[cH:12][cH:13][n:14][cH:15][cH:16]3)[n:7][nH:8][c:9]2[cH:10]1.